From a dataset of the Open Reaction Database (ORD), a public repository of structured organic reaction records. describe an organic reaction: reactants, conditions, products, and yield The reactants are CCN1CCCC(N)C1, ClC(Cl)Cl, Cc1cc(C(=O)O)ccc1-c1cccc(COc2ccc(Cn3oc(=O)[nH]c3=O)cc2)c1. Product: CCN1CCCC(NC(=O)c2ccc(-c3cccc(COc4ccc(Cn5oc(=O)[nH]c5=O)cc4)c3)c(C)c2)C1. Reaction SMILES: [CH2:33]([CH3:34])[N:35]1[CH2:36][CH:37]([NH2:41])[CH2:38][CH2:39][CH2:40]1.[CH:42]([Cl:43])([Cl:44])[Cl:45].[O:1]=[c:2]1[n:3]([CH2:8][c:9]2[cH:10][cH:11][c:12]([O:13][CH2:14][c:15]3[cH:16][c:17](-[c:21]4[c:22]([CH3:30])[cH:23][c:24]([C:27](=[O:28])[OH:29])[cH:25][cH:26]4)[cH:18][cH:19][cH:20]3)[cH:31][cH:32]2)[o:4][c:5](=[O:7])[nH:6]1>>[O:1]=[c:2]1[n:3]([CH2:8][c:9]2[cH:10][cH:11][c:12]([O:13][CH2:14][c:15]3[cH:16][c:17](-[c:21]4[c:22]([CH3:30])[cH:23][c:24]([C:27](=[O:29])[NH:41][CH:37]5[CH2:36][N:35]([CH2:33][CH3:34])[CH2:40][CH2:39][CH2:38]5)[cH:25][cH:26]4)[cH:18][cH:19][cH:20]3)[cH:31][cH:32]2)[o:4][c:5](=[O:7])[nH:6]1. Reactants: [K].[K].OC1=C(C(=O)OCC(C)C)C=C(C=C1)C=CC1=CC=C(C=C1)S(=O)(=O)O (Isobutyl 2-hydroxy-5-[2-(4-sulfophenyl)ethenyl]benzoate dipotassium salt), C(C)(=O)O (acetic acid), C(C)(=O)OC(C)=O (acetic anhydride), S(O)(O)(=O)=O (Sulfuric acid), C(C)(=O)OC(C)=O (acetic anhydride). Solvent: C(C)OCC (Diethyl ether). Reaction conditions: time 1 hour. Yields the product [K].C(C)(=O)OC1=C(C(=O)OCC(C)C)C=C(C=C1)C=CC1=CC=C(C=C1)S(=O)(=O)O (Isobutyl 2- acetyloxy-5-[2-(4-sulfophenyl)ethenyl]benzoate potassium salt). As a reaction SMILES: [K:1].[K].[OH:3][C:4]1[CH:16]=[CH:15][C:14]([CH:17]=[CH:18][C:19]2[CH:24]=[CH:23][C:22]([S:25]([OH:28])(=[O:27])=[O:26])=[CH:21][CH:20]=2)=[CH:13][C:5]=1[C:6]([O:8][CH2:9][CH:10]([CH3:12])[CH3:11])=[O:7].[C:29](O)(=[O:31])[CH3:30].C(OC(=O)C)(=O)C.S(=O)(=O)(O)O>C(OCC)C>[K:1].[C:29]([O:3][C:4]1[CH:16]=[CH:15][C:14]([CH:17]=[CH:18][C:19]2[CH:20]=[CH:21][C:22]([S:25]([OH:28])(=[O:26])=[O:27])=[CH:23][CH:24]=2)=[CH:13][C:5]=1[C:6]([O:8][CH2:9][CH:10]([CH3:12])[CH3:11])=[O:7])(=[O:31])[CH3:30] |f:0.1.2,7.8,^1:0,1,49|. Reported procedure: Isobutyl 2-hydroxy-5-[2-(4-sulfophenyl)ethenyl]benzoate dipotassium salt (37.2 g, 0.09 mol) was added to a boiling solution of acetic acid (20 ml) and acetic anhydride (80ml). Sulfuric acid (8 ml) was added cautiously and the mixture refluxed until the major part of the solids had dissolved, and then more acetic anhydride (80 ml) was added. After boiling for 1 h, the mixture was cooled to room temperature. Diethyl ether (350 ml) was added and the suspension filtered and washed with diethyl ether... Starting materials: Cc1cccc(C=O)c1F, CC(C)NC(C)C, Cc1nc2ccc(F)cc2c(=O)n1-c1ccccc1Cl, [Li]CCCC, C1CCOC1. The product is O=Cc1ccccc1F. As a reaction SMILES: [CH3:33][c:34]1[c:35]([F:42])[c:36]([CH:37]=[O:38])[cH:39][cH:40][cH:41]1.[CH:1]([NH:2][CH:3]([CH3:4])[CH3:5])([CH3:6])[CH3:7].[Cl:13][c:14]1[cH:15][cH:16][cH:17][cH:18][c:19]1-[n:20]1[c:21](=[O:22])[c:23]2[c:24]([cH:25][cH:26][c:27]([F:28])[cH:29]2)[n:30][c:31]1[CH3:32].[Li:8][CH2:9][CH2:10][CH2:11][CH3:12].[O:43]1[CH2:44][CH2:45][CH2:46][CH2:47]1>>[cH:34]1[c:35]([F:42])[c:36]([CH:37]=[O:38])[cH:39][cH:40][cH:41]1. Starting materials: CS(=O)(=O)C1=NN=C(S1)N1C(N(CCC1O)CC=C)=O (Tetrahydro-1-(5-methylsulfonyl-1,3,4-thiadiazol-2-yl)-3-allyl-6-hydroxy-2(1H)-pyrimidinone), C=1(C(=CC=CC1)S(=O)(=O)O)C (toluenesulfonic acid), alcohol. Run in C(CCC)O (butyl alcohol). Reported procedure: Tetrahydro-1-(5-methylsulfonyl-1,3,4-thiadiazol-2-yl)-3-allyl-6-hydroxy-2(1H)-pyrimidinone (7 grams), butyl alcohol (50 ml) and toluenesulfonic acid (0.2 grams) are charged into a glass reaction vessel equipped with a mechanical stirrer, thermometer and reflux condenser. The reaction mixture is then heated at reflux for a period of about 24 hours. After this time the mixture is stripped of unreacted alcohol under reduced pressure to yield a solid product. This product is then recrystallized to y... Yields the product CS(=O)(=O)C1=NN=C(S1)N1C(N(CCC1OCCCC)CC=C)=O (tetrahydro-1-(5-methylsulfonyl-1,3,4-thiadiazol-2-yl)-3-allyl-6-butoxy-2(1H)-pyrimidinone). RXN SMILES: [CH3:1][S:2]([C:5]1[S:9][C:8]([N:10]2[CH:15]([OH:16])[CH2:14][CH2:13][N:12]([CH2:17][CH:18]=[CH2:19])[C:11]2=[O:20])=[N:7][N:6]=1)(=[O:4])=[O:3].[C:21]1(C)[C:22](S(O)(=O)=O)=CC=[CH:25][CH:26]=1>C(O)CCC>[CH3:1][S:2]([C:5]1[S:9][C:8]([N:10]2[CH:15]([O:16][CH2:22][CH2:21][CH2:26][CH3:25])[CH2:14][CH2:13][N:12]([CH2:17][CH:18]=[CH2:19])[C:11]2=[O:20])=[N:7][N:6]=1)(=[O:4])=[O:3]. The reactants are N1CCC(C(=O)O)CC1 (Isonipecotic acid), C(C(=C)C)(=O)Cl (methacryloyl chloride), [OH-].[Na+] (sodium hydroxide), COC1=CC=C(C=C1)O (p-methoxyphenol), Cl (HCl). Reaction conditions: time 3 hour. Yields the product C(C(=C)C)(=O)N1CCC(C(=O)O)CC1 (N-Methacryloylisonipecotic Acid). Isolated yield 81.3%. RXN SMILES: [NH:1]1[CH2:9][CH2:8][CH:4]([C:5]([OH:7])=[O:6])[CH2:3][CH2:2]1.[C:10](Cl)(=[O:14])[C:11]([CH3:13])=[CH2:12].[OH-].[Na+].COC1C=CC(O)=CC=1.Cl>>[C:10]([N:1]1[CH2:9][CH2:8][CH:4]([C:5]([OH:7])=[O:6])[CH2:3][CH2:2]1)(=[O:14])[C:11]([CH3:13])=[CH2:12] |f:2.3|. Reported procedure: The procedure of Example A is used in this example. Isonipecotic acid 43 g, (0.33 mol), 39 g (0.39 mol) of methacryloyl chloride, 29.6 g (0.79 mol) of sodium hydroxide and a trace amount of p-methoxyphenol are charged to the reaction vessel. The reaction mixture is run at 0°-5° C. for a period of three hours and acidified with 2N HCl to pH 3.5. White precipitate is formed and extracted with ethyl acetate. The combined organic layer is washed with saturated sodium chloride solution, dried over ma... The reactants are [K].C(C1=CC=CC=C1)OC1=C(C=CC(=C1)CC(C(C1=CC=CC=C1)=O)(C)C)N1CC(NS1(=O)=O)=O (5-[2-benzyloxy-4-(2,2-dimethyl-3-oxo-3-phenylpropyl)-phenyl]-1,1-dioxo-1,2,5-thiadiazolidin-3-one potassium salt). Reagents/catalysts: [Pd] (Pd/C). The solvent is CCO.O (EtOH water). Product: CC(CC1=CC(=C(C=C1)N1CC(NS1(=O)=O)=O)O)(C(C1=CC=CC=C1)=O)C (5-[4-(2,2-Dimethyl-3-oxo-3-phenylpropyl)-2-hydroxyphenyl]-1,1-dioxo-1,2,5-thiadiazolidin-3-one). As a reaction SMILES: [K].C([O:9][C:10]1[CH:15]=[C:14]([CH2:16][C:17]([CH3:27])([CH3:26])[C:18](=[O:25])[C:19]2[CH:24]=[CH:23][CH:22]=[CH:21][CH:20]=2)[CH:13]=[CH:12][C:11]=1[N:28]1[S:32](=[O:34])(=[O:33])[NH:31][C:30](=[O:35])[CH2:29]1)C1C=CC=CC=1>CCO.O.[Pd]>[CH3:26][C:17]([CH3:27])([C:18](=[O:25])[C:19]1[CH:20]=[CH:21][CH:22]=[CH:23][CH:24]=1)[CH2:16][C:14]1[CH:13]=[CH:12][C:11]([N:28]2[S:32](=[O:34])(=[O:33])[NH:31][C:30](=[O:35])[CH2:29]2)=[C:10]([OH:9])[CH:15]=1 |f:0.1,2.3,^1:0|. Procedure details: A solution of 5-[2-benzyloxy-4-(2,2-dimethyl-3-oxo-3-phenylpropyl)-phenyl]-1,1-dioxo-1,2,5-thiadiazolidin-3-one potassium salt (60 mg) in 4 mL of EtOH/water (1:1) is hydrogenated over Degussa 5% Pd/C (15 mg) at 1 atm for 30 min. The catalyst is filtered and the solvent is removed under reduced pressure and the residue triturated with ether to give the title compound as a solid: (M−1)−=387. HPLC retention time=1.42 min (Method A). Reactants: C(#C)C1=CC=C(C=C1)SC (1-Ethynyl-4-methylsulfanyl-benzene), C(C)OC(\C=C/I)=O ((Z)-ethyl-3-iodoacrylate). The product is C(C)OC(C=CC#CC1=CC=C(C=C1)SC)=O (5-(4-Methylsulfanyl-phenyl)-pent-2-en-4-ynoic acid ethyl ester). As a reaction SMILES: [C:1]([C:3]1[CH:8]=[CH:7][C:6]([S:9][CH3:10])=[CH:5][CH:4]=1)#[CH:2].[CH2:11]([O:13][C:14](=[O:18])/[CH:15]=[CH:16]\I)[CH3:12]>>[CH2:11]([O:13][C:14](=[O:18])[CH:15]=[CH:16][C:2]#[C:1][C:3]1[CH:8]=[CH:7][C:6]([S:9][CH3:10])=[CH:5][CH:4]=1)[CH3:12]. Procedure: The general procedure was used to convert 1-Ethynyl-4-methylsulfanyl-benzene and (Z)-ethyl-3-iodoacrylate to the title product. Purification by flash chromatography (20% ethyl acetate in hexane as the eluent) gave the analytically pure product as a light yellow oil (450 mg, 91% yield). 1H NMR (400 MHz, CDCl3) δ 7.44-7.42 (d, J=8.5, 2H), 7.18-7.16 (d, J=8.5, 2H), 6.35-6.32 (d, J=11.4, 1H), 6.11-6.09 (d, J=11.4, 1H), 4.28-4.22 (q, J=7.1, 2H), 2.46 (s, 3H), 1.34-1.30 (t, J=7.1, 3H). 13C NMR (100 MH... Isolated yield 17.3%. Procedure details: To a solution of 4-{[4-(4-methyl-piperazin-1-yl)-phenylamino]-methylene}-6-(1H-pyrrol-3-yl)-4H-isoquinoline-1,3-dione (42 mg, 0.1 mmol) in acetone (3 mL) and N,N-dimethylformamide (1 mL) is added potassium carbonate (27 mg, 0.2 mmol) and shaken at room temperature for 2 hours. This is followed by addition of sodium iodide (30 mg, 0.2 mmol) and 2-bromoacetamide (17 mg, 0.12 mmol) and further shaking at room temperature overnight. The reaction mixture is then divided into 2 fractions and purified ... RXN SMILES: [CH3:1][N:2]1[CH2:7][CH2:6][N:5]([C:8]2[CH:13]=[CH:12][C:11]([NH:14][CH:15]=[C:16]3[C:25]4[C:20](=[CH:21][CH:22]=[C:23]([C:26]5[CH:30]=[CH:29][NH:28][CH:27]=5)[CH:24]=4)[C:19](=[O:31])[NH:18][C:17]3=[O:32])=[CH:10][CH:9]=2)[CH2:4][CH2:3]1.C(=O)([O-])[O-].[K+].[K+].[I-].[Na+].Br[CH2:42][C:43]([NH2:45])=[O:44]>CC(C)=O.CN(C)C=O>[CH3:1][N:2]1[CH2:3][CH2:4][N:5]([C:8]2[CH:9]=[CH:10][C:11]([NH:14][CH:15]=[C:16]3[C:25]4[C:20](=[CH:21][CH:22]=[C:23]([C:26]5[CH:30]=[CH:29][N:28]([CH2:42][C:43]([NH2:45])=[O:44])[CH:27]=5)[CH:24]=4)[C:19](=[O:31])[NH:18][C:17]3=[O:32])=[CH:12][CH:13]=2)[CH2:6][CH2:7]1 |f:1.2.3,4.5|. Run at time 2 hour. Product: CN1CCN(CC1)C1=CC=C(C=C1)NC=C1C(NC(C2=CC=C(C=C12)C1=CN(C=C1)CC(=O)N)=O)=O (2-[3-(4-{[4-(4-Methyl-piperazin-1-yl)-phenylamino]-methylene}-1,3-dioxo-1,2,3,4-tetrahydro-isoquinolin-6-yl)-pyrrol-1-yl]-acetamide). The solvent is CC(=O)C (acetone), CN(C=O)C (N,N-dimethylformamide). Starting materials: CN1CCN(CC1)C1=CC=C(C=C1)NC=C1C(NC(C2=CC=C(C=C12)C1=CNC=C1)=O)=O (4-{[4-(4-methyl-piperazin-1-yl)-phenylamino]-methylene}-6-(1H-pyrrol-3-yl)-4H-isoquinoline-1,3-dione), C([O-])([O-])=O.[K+].[K+] (potassium carbonate), [I-].[Na+] (sodium iodide), BrCC(=O)N (2-bromoacetamide).